Dataset: the Open Reaction Database (ORD), a public repository of structured organic reaction records. Task: describe an organic reaction: reactants, conditions, products, and yield Starting materials: BrC=1C=C(C(=NC1)C)[N+](=O)[O-] (5-Bromo-2-methyl-3-nitropyridine), C(=C)[Mg]Br (Vinylmagnesium bromide). Solvent: C1CCOC1 (THF). Conditions: temperature -50 celsius, time 30 minute. Yields the product BrC1=C2C(=C(N=C1)C)NC=C2 (4-Bromo-7-methyl-1H-pyrrolo[2,3-c]pyridine). Yield: 30.0%. RXN SMILES: [Br:1][C:2]1[CH:3]=[C:4]([N+:9]([O-])=O)[C:5]([CH3:8])=[N:6][CH:7]=1.[CH:12]([Mg]Br)=[CH2:13]>C1COCC1>[Br:1][C:2]1[CH:7]=[N:6][C:5]([CH3:8])=[C:4]2[NH:9][CH:12]=[CH:13][C:3]=12. Procedure: 5-Bromo-2-methyl-3-nitropyridine (217 mg, 1 mmol) was dissolved in THF (10 mL) and the solution was cooled to −50° C. under argon. Vinylmagnesium bromide (3 mL, 1M in THF) was added immediately in one portion, resulting in a bright orange solution. The orange solution was stirred at −40° C. for 30 min and the reaction was quenched by the addition of NH4Cl (10 mL of saturated. aqueous solution). The mixture was diluted with water and extracted with EtOAc (2×10 mL). The combined organic extracts w... Reactants: [N+](=O)([O-])C=1C=C2C(=CC(=NC2=CC1)C1=CC(=CC=C1)F)O (6-Nitro-2-(3-fluoro-phenyl)-quinolin-4-ol), O=P(Cl)(Cl)Cl (POCl3), P(=O)(Cl)(Cl)Cl (phosphorus oxychloride). Solvent: O (water). Run at temperature 110 celsius. The product is [N+](=O)([O-])C=1C=C2C(=CC(=NC2=CC1)C1=CC(=CC=C1)F)Cl (6-Nitro-4-chloro-2-(3-fluoro-phenyl)-quinoline). The yield is 84.0%. Reaction SMILES: [N+:1]([C:4]1[CH:5]=[C:6]2[C:11](=[CH:12][CH:13]=1)[N:10]=[C:9]([C:14]1[CH:19]=[CH:18][CH:17]=[C:16]([F:20])[CH:15]=1)[CH:8]=[C:7]2O)([O-:3])=[O:2].P(Cl)(Cl)([Cl:24])=O>O>[N+:1]([C:4]1[CH:5]=[C:6]2[C:11](=[CH:12][CH:13]=1)[N:10]=[C:9]([C:14]1[CH:19]=[CH:18][CH:17]=[C:16]([F:20])[CH:15]=1)[CH:8]=[C:7]2[Cl:24])([O-:3])=[O:2]. Reported procedure: 6-Nitro-2-(3-fluoro-phenyl)-quinolin-4-ol, 5.2 g (16.3 mmoles), was placed in a 500 mL three-neck round-bottom flask equipped with a condenser, magnetic stirrer and nitrogen inlet. To this was added 15.2 mL (25.0 g, 163 mmoles, 10 equiv.) of phosphorus oxychloride with stirring. The mixture was heated to 110° C. for 4 hr. At the end of this time the reaction was cooled to room temperature and water was cautiously added dropwise until all of the POCl3 was consumed. The product crystallised from t... Starting materials: ClC=1C(=C(N)C(=CC1)[N+](=O)[O-])C (3-chloro-2-methyl-6-nitroaniline), stannous chloride. Solvent: Cl (hydrochloric acid). The product is ClC=1C(=C(C(=CC1)N)N)C (4-chloro-3-methyl-1,2-benzenediamine). As a reaction SMILES: [Cl:1][C:2]1[C:3]([CH3:12])=[C:4]([C:6]([N+:9]([O-])=O)=[CH:7][CH:8]=1)[NH2:5]>Cl>[Cl:1][C:2]1[C:3]([CH3:12])=[C:4]([NH2:5])[C:6]([NH2:9])=[CH:7][CH:8]=1. Reported procedure: The reaction sequence set out in FIG. 4 is as follows: 3-chloro-2-methylacetanilide was prepared from 3-chloro-2-methylaniline via acetylation of the aniline with acetic anhydride in an aqueous methanol solution. A mixture of chloro-methylnitro-acetanilide isomers was thereafter formed by nitration of the acetanilide with sulfuric and nitric acid. The 3-chloro-2-methyl4-nitro isomer was removed by precipitation after addition of potassium hydroxide to the mixture of isomer in ethanol. The 3-chlo... Reaction SMILES: [C:26]([O:27][CH2:28][CH3:29])(=[O:30])[CH3:31].[CH3:20][CH2:21][CH2:22][CH2:23][CH2:24][CH3:25].[CH3:32][C:33]#[N:34].[NH2:1][c:2]1[c:3]([OH:11])[cH:4][c:5]([N+:8](=[O:9])[O-:10])[cH:6][cH:7]1.[O:12]=[C:13]1[N:14]([Br:19])[C:15](=[O:16])[CH2:17][CH2:18]1>>[NH2:1][c:2]1[c:3]([OH:11])[cH:4][c:5]([N+:8](=[O:9])[O-:10])[cH:6][c:7]1[Br:19]. Yields the product Nc1c(O)cc([N+](=O)[O-])cc1Br. Starting materials: CCOC(C)=O, CCCCCC, CC#N, Nc1ccc([N+](=O)[O-])cc1O, O=C1CCC(=O)N1Br. The reactants are C1COCCN1, COc1ccc(-c2ccccc2)c2sc(NC(=O)OCc3ccccc3)cc12. The product is COc1ccc(-c2ccccc2)c2sc(NC(=O)N3CCOCC3)cc12. RXN SMILES: [CH2:1]1[CH2:2][O:3][CH2:4][CH2:5][NH:6]1.[CH2:7]([c:9]1[cH:10][cH:11][cH:12][cH:13][cH:34]1)[O:14][C:15](=[O:8])[NH:16][c:17]1[cH:18][c:19]2[c:20]([s:21]1)[c:22](-[c:28]1[cH:29][cH:30][cH:31][cH:32][cH:33]1)[cH:23][cH:24][c:25]2[O:26][CH3:27]>>[CH2:1]1[CH2:2][O:3][CH2:4][CH2:5][N:6]1[C:15](=[O:14])[NH:16][c:17]1[cH:18][c:19]2[c:20]([s:21]1)[c:22](-[c:28]1[cH:29][cH:30][cH:31][cH:32][cH:33]1)[cH:23][cH:24][c:25]2[O:26][CH3:27].